Task: describe an organic reaction: reactants, conditions, products, and yield. Dataset: the Open Reaction Database (ORD), a public repository of structured organic reaction records Reactants: NC1=NC=CC=C1C=O (2-Amino-3-pyridinecarboxaldehyde), N1[C@H](C(=O)O)CCC1 (proline). Solvent: CC(=O)C (acetone). The product is CC1=NC2=NC=CC=C2C=C1 (2-Methyl-1,8-naphthyridine). The yield is 641.6%. Reaction SMILES: [NH2:1][C:2]1[C:7]([CH:8]=O)=[CH:6][CH:5]=[CH:4][N:3]=1.N1CC[CH2:15][C@H:11]1[C:12](O)=O>CC(C)=O>[CH3:15][C:11]1[CH:12]=[CH:8][C:7]2[C:2](=[N:3][CH:4]=[CH:5][CH:6]=2)[N:1]=1. Reported procedure: To a solution of 2-amino-3-pyridinecarboxaldehyde (from step c, 24.57 g) in acetone (750 mL) was added proline (2.3 g, 20 mmole), then the mixture was heated to reflux. After 48 hr the mixture was cooled to RT, filtered, and concentrated. Flash column chromatography on silica gel (35% acetone/hexanes) gave the title compound (18.5 g, 64% over 3 steps) as an orangish-yellow solid: 1H NMR (300 MHz, CDCl3) δ 9.07 (m, 1 H), 8.10 (m, 2H), 7.40 (m, 2H), 2.80 (s, 3H); MS (ES) m/e 145 (M+H)+.